Dataset: the Open Reaction Database (ORD), a public repository of structured organic reaction records. Task: describe an organic reaction: reactants, conditions, products, and yield The reactants are C(C=C)C=1C=C(C=O)C=C(C1O)OC (3-allyl-4-hydroxy-5-methoxybenzaldehyde), C([O-])([O-])=O.[K+].[K+] (potassium carbonate), BrCCCC (1-bromobutane). The solvent is O (water). Product: C(C=C)C=1C=C(C=O)C=C(C1OCCCC)OC (3-allyl-4-butoxy-5-methoxybenzaldehyde). Yield: 98.8%. Reaction SMILES: [CH2:1]([C:4]1[CH:5]=[C:6]([CH:9]=[C:10]([O:13][CH3:14])[C:11]=1[OH:12])[CH:7]=[O:8])[CH:2]=[CH2:3].C(=O)([O-])[O-].[K+].[K+].Br[CH2:22][CH2:23][CH2:24][CH3:25]>O>[CH2:1]([C:4]1[CH:5]=[C:6]([CH:9]=[C:10]([O:13][CH3:14])[C:11]=1[O:12][CH2:22][CH2:23][CH2:24][CH3:25])[CH:7]=[O:8])[CH:2]=[CH2:3] |f:1.2.3|. Procedure details: A mixture of 3-allyl-4-hydroxy-5-methoxybenzaldehyde (10.25 g, 0.053 mole), dimethylformanide (150 ml), potassium carbonate (8.29 g, 0.06 mole) and 1-bromobutane (8.22 g, 0.06 mole) was maintained at 40°-45° C. for three hours. The reaction mixture was plunged into iced water and the oil formed extracted with dichloromethane. After washing with water, drying and evaporation of the solvent, a brown oil was obtained which was passed through a bed of silica 60 to give a pale yellow oil, 3-allyl-4-b... Reactants: BrCC(=O)OC(C)(C)C (t-butyl bromoacetate), O (water), C([O-])([O-])=O.[K+].[K+] (potassium carbonate), NC=1SC=C(N1)/C(/C(=O)OCCS(=O)(=O)C1=CC=CC=C1)=N/O (phenylsulfonylethyl 2-(2-aminothiazol-4-yl)-(Z)-2-hydroxyiminoacetate). Solvent: CC(=O)C (acetone). Run at temperature 40 celsius, time 1.5 hour. Product: NC=1SC=C(N1)/C(/C(=O)OCCS(=O)(=O)C1=CC=CC=C1)=N/OCC(=O)OC(C)(C)C (phenylsulfonylethyl 2-(2-aminothiazol-4-yl)-(Z)-2-(t-butoxycarbonylmethoxyimino)acetate). The yield is 61.9%. RXN SMILES: [NH2:1][C:2]1[S:3][CH:4]=[C:5](/[C:7](=[N:22]/[OH:23])/[C:8]([O:10][CH2:11][CH2:12][S:13]([C:16]2[CH:21]=[CH:20][CH:19]=[CH:18][CH:17]=2)(=[O:15])=[O:14])=[O:9])[N:6]=1.Br[CH2:25][C:26]([O:28][C:29]([CH3:32])([CH3:31])[CH3:30])=[O:27].O.C(=O)([O-])[O-].[K+].[K+]>CC(C)=O>[NH2:1][C:2]1[S:3][CH:4]=[C:5](/[C:7](=[N:22]/[O:23][CH2:25][C:26]([O:28][C:29]([CH3:32])([CH3:31])[CH3:30])=[O:27])/[C:8]([O:10][CH2:11][CH2:12][S:13]([C:16]2[CH:21]=[CH:20][CH:19]=[CH:18][CH:17]=2)(=[O:14])=[O:15])=[O:9])[N:6]=1 |f:3.4.5|. Reported procedure: In 100 ml of acetone was suspended 5 g (0.0141 mole) of phenylsulfonylethyl 2-(2-aminothiazol-4-yl)-(Z)-2-hydroxyiminoacetate as obtained in Example 11. After a serial addition of 4.0 g (0.0205 mole) of t-butyl bromoacetate, 0.3 ml of water and 7.7 g of anhydrous potassium carbonate, the mixture was stirred at 40° C. for 1.5 hours. After completion of the reaction, the insoluble matter was filtered off and 100 ml of water and 100 ml of ethyl acetate were added to extract the reaction product. Th... Reactants: [H-].[Na+] (sodium hydride), O (water), C(C1=CC=CC=C1)OC(C(C(=O)OC)O)(C)C1=CC=CC=C1 (methyl 3-benzyloxy-3-phenyl-2-hydroxybutyrate), COC1=NC(=NC(=C1)OC)S(=O)(=O)C (4,6-dimethoxy-2-methylsulfonylpyrimidine). Run in CN(C=O)C (dimethylformamide), C(C)(=O)O (acetic acid). Run at time 1 hour. Yields the product C(C1=CC=CC=C1)OC(C(C(=O)OC)OC1=NC(=CC(=N1)OC)OC)(C)C1=CC=CC=C1 (Methyl 3-benzyloxy-3-phenyl-2-(4,6-dimethoxy-2-pyrimidinyl)oxybutyrate). Yield: 54.7%. Reaction SMILES: [CH2:1]([O:8][C:9]([C:17]1[CH:22]=[CH:21][CH:20]=[CH:19][CH:18]=1)([CH3:16])[CH:10]([OH:15])[C:11]([O:13][CH3:14])=[O:12])[C:2]1[CH:7]=[CH:6][CH:5]=[CH:4][CH:3]=1.[H-].[Na+].[CH3:25][O:26][C:27]1[CH:32]=[C:31]([O:33][CH3:34])[N:30]=[C:29](S(C)(=O)=O)[N:28]=1.O>CN(C)C=O.C(O)(=O)C>[CH2:1]([O:8][C:9]([C:17]1[CH:22]=[CH:21][CH:20]=[CH:19][CH:18]=1)([CH3:16])[CH:10]([O:15][C:29]1[N:30]=[C:31]([O:33][CH3:34])[CH:32]=[C:27]([O:26][CH3:25])[N:28]=1)[C:11]([O:13][CH3:14])=[O:12])[C:2]1[CH:3]=[CH:4][CH:5]=[CH:6][CH:7]=1 |f:1.2|. Procedure: 3 g (10 mmol) of methyl 3-benzyloxy-3-phenyl-2-hydroxybutyrate (comp. 1.1) are dissolved in 40 ml of dimethylformamide, and 0.3 g (12 mmol) of sodium hydride is added. The mixture is stirred for 1 hour and then 2.2 g (10 mmol) of 4,6-dimethoxy-2-methylsulfonylpyrimidine are added. The mixture is stirred at room temperature for 24 hours and then cautiously hydrolyzed with 10 ml of water, the pH is adjusted to 5 with acetic acid, and the solvent is removed by distillation under high vacuum. The re...